This data is from the Open Reaction Database (ORD), a public repository of structured organic reaction records. The task is: describe an organic reaction: reactants, conditions, products, and yield Reactants: C(C)(C)(C)OC(=O)N1C[C@H](N(CC1)C(C)C=1C=C(C(=NC1)F)B(O)O)C (5-(1-((R)-4-(tert-butoxycarbonyl)-2-methylpiperazin-1-yl)ethyl)-2-fluoropyridin-3-ylboronic acid), ClC1=NC(=NC(=N1)C)N(CC1=CC=C(C=C1)OC)CC1=CC=C(C=C1)OC (4-chloro-N,N-bis(4-methoxybenzyl)-6-methyl-1,3,5-triazin-2-amine), O1CCOCC1 (1,4-dioxane), C(C)(=O)[O-].[K+] (potassium acetate), O (water), CC(CC1=CC=CC=C1)N.OP(=O)(O)O (amphos). Conditions: temperature 120 celsius. Product: COC1=CC=C(CN(C2=NC(=NC(=N2)C)C=2C=C(C=NC2F)C(C)N2[C@@H](CN(CC2)C(=O)OC(C)(C)C)C)CC2=CC=C(C=C2)OC)C=C1 ((3R)-Tert-Butyl 4-(1-(5-(4-(Bis(4-Methoxybenzyl)Amino)-6-Methyl-1,3,5-Triazin-2-yl)-6-Fluoropyridin-3-yl)Ethyl)-3-Methylpiperazine-1-Carboxylate). As a reaction SMILES: [C:1]([O:5][C:6]([N:8]1[CH2:13][CH2:12][N:11]([CH:14]([C:16]2[CH:17]=[C:18](B(O)O)[C:19]([F:22])=[N:20][CH:21]=2)[CH3:15])[C@H:10]([CH3:26])[CH2:9]1)=[O:7])([CH3:4])([CH3:3])[CH3:2].Cl[C:28]1[N:33]=[C:32]([CH3:34])[N:31]=[C:30]([N:35]([CH2:45][C:46]2[CH:51]=[CH:50][C:49]([O:52][CH3:53])=[CH:48][CH:47]=2)[CH2:36][C:37]2[CH:42]=[CH:41][C:40]([O:43][CH3:44])=[CH:39][CH:38]=2)[N:29]=1.O1CCOCC1.C([O-])(=O)C.[K+].O.CC(N)CC1C=CC=CC=1.OP(O)(O)=O>>[CH3:53][O:52][C:49]1[CH:48]=[CH:47][C:46]([CH2:45][N:35]([CH2:36][C:37]2[CH:38]=[CH:39][C:40]([O:43][CH3:44])=[CH:41][CH:42]=2)[C:30]2[N:31]=[C:32]([CH3:34])[N:33]=[C:28]([C:18]3[CH:17]=[C:16]([CH:14]([N:11]4[CH2:12][CH2:13][N:8]([C:6]([O:5][C:1]([CH3:4])([CH3:3])[CH3:2])=[O:7])[CH2:9][C@H:10]4[CH3:26])[CH3:15])[CH:21]=[N:20][C:19]=3[F:22])[N:29]=2)=[CH:51][CH:50]=1 |f:3.4,6.7|. Procedure: A glass microwave reaction vessel was charged with 5-(1-((R)-4-(tert-butoxycarbonyl)-2-methylpiperazin-1-yl)ethyl)-2-fluoropyridin-3-ylboronic acid (1.4 g, 3.81 mmol),4-chloro-N,N-bis(4-methoxybenzyl)-6-methyl-1,3,5-triazin-2-amine (1.467 g, 3.81 mmol),1,4-dioxane (10 mL, 3.81 mmol), potassium acetate (1.122 g, 11.44 mmol), water (1 mL, 3.81 mmol), and amphos (0.270 g, 0.381 mmol). The reaction mixture was stirred and heated in a microwave reactor (Personal Chemistry, Biotage AB, Inc., Upssala, ...